The task is: describe an organic reaction: reactants, conditions, products, and yield. This data is from the Open Reaction Database (ORD), a public repository of structured organic reaction records. Starting materials: CC1=C(C2=C(S1)C=C(C=C2)OS(=O)(=O)C(F)(F)F)C2=CC=C(C=C2)C(F)(F)F (Trifluoro-methanesulfonic acid 2-methyl-3-(4-trifluoromethyl-phenyl)-benzo[b]thiophen-6-yl ester), C(CCC#C)O (4-pentyn-1-ol). The product is CC1=C(C2=C(S1)C=C(C=C2)C#CCCCO)C2=CC=C(C=C2)C(F)(F)F (5-[2-Methyl-3-(4-trifluoromethyl-phenyl)-benzo[b]thiophen-6-yl]-pent-4-yn-1-ol). RXN SMILES: [CH3:1][C:2]1[S:6][C:5]2[CH:7]=[C:8](OS(C(F)(F)F)(=O)=O)[CH:9]=[CH:10][C:4]=2[C:3]=1[C:19]1[CH:24]=[CH:23][C:22]([C:25]([F:28])([F:27])[F:26])=[CH:21][CH:20]=1.[CH2:29]([OH:34])[CH2:30][CH2:31][C:32]#[CH:33]>>[CH3:1][C:2]1[S:6][C:5]2[CH:7]=[C:8]([C:33]#[C:32][CH2:31][CH2:30][CH2:29][OH:34])[CH:9]=[CH:10][C:4]=2[C:3]=1[C:19]1[CH:20]=[CH:21][C:22]([C:25]([F:26])([F:27])[F:28])=[CH:23][CH:24]=1. Procedure details: In analogy to example 13.1, the Trifluoro-methanesulfonic acid 2-methyl-3-(4-trifluoromethyl-phenyl)-benzo[b]thiophen-6-yl ester was reacted with 4-pentyn-1-ol to yield the 5-[2-Methyl-3-(4-trifluoromethyl-phenyl)-benzo[b]thiophen-6-yl]-pent-4-yn-1-ol as brown oil, MS: 374 (M+). The reactants are CNC(=O)C1=C(C=CC(=C1)F)N, C1=C(C(=CN=C1Cl)Cl)I. Reagents/catalysts: C(=O)([O-])[O-].[Cs+].[Cs+], CC1(C2=C(C(=CC=C2)P(C3=CC=CC=C3)C4=CC=CC=C4)OC5=C1C=CC=C5P(C6=CC=CC=C6)C7=CC=CC=C7)C, CC(=O)O.CC(=O)O.[Pd]. The solvent is C1COCCO1. Reaction conditions: temperature 80 celsius. Product: CNC(=O)C1=C(C=CC(=C1)F)NC2=CC(=NC=C2Cl)Cl. Isolated yield 13.3%. Procedure: palladium acetate (31.2 mg, 0.14 mmol) was added to 9,9-Dimethyl-4,5-bis(diphenylphosphino)xanthene (121 mg, 0.21 mmol), Cesium carbonate (2266 mg, 6.95 mmol), 2-amino-5-fluoro-N-methylbenzamide (585 mg, 3.48 mmol) and 2,5-dichloro-4-iodopyridine (1000 mg, 3.65 mmol) in dioxane (20 mL) under nitrogen. The resulting suspension was stirred at 80 °C for 18hrs then cooled. Product appeared to be out of solution. Product and bis product suggested. Disappointing! The reaction mixture was evaporated to...